From a dataset of the Open Reaction Database (ORD), a public repository of structured organic reaction records. describe an organic reaction: reactants, conditions, products, and yield Reactants: CC(=O)c1ccc(C(=O)O)cc1, CN(C)C=O, O=Cc1ccc(F)c(-c2cccs2)c1, [Na+], [OH-], O. The product is O=C(O)c1ccc(C(=O)C=Cc2ccc(F)c(-c3cccs3)c2)cc1. Reaction SMILES: [C:15]([CH3:16])(=[O:17])[c:18]1[cH:19][cH:20][c:21]([C:22](=[O:23])[OH:24])[cH:25][cH:26]1.[CH3:29][N:30]([CH3:31])[CH:32]=[O:33].[F:1][c:2]1[c:3](-[c:10]2[s:11][cH:12][cH:13][cH:14]2)[cH:4][c:5]([CH:6]=[O:7])[cH:8][cH:9]1.[Na+:28].[OH-:27].[OH2:34]>>[F:1][c:2]1[c:3](-[c:10]2[s:11][cH:12][cH:13][cH:14]2)[cH:4][c:5]([CH:6]=[CH:16][C:15](=[O:17])[c:18]2[cH:19][cH:20][c:21]([C:22](=[O:23])[OH:24])[cH:25][cH:26]2)[cH:8][cH:9]1. The reactants are Cl.FC1=C(C=CC(=C1)[C@H]1CNCCO1)NC(=O)C=1C=NN(C1)C1=NC(=CN=C1)C(F)(F)F ((S)—N-(2-Fluoro-4-(morpholin-2-yl)phenyl)-1-(6-(trifluoromethyl)pyrazin-2-yl)-1H-pyrazole-4-carboxamide hydrochloride), C(C)(C)(C)OC(=O)N1C[C@@H](OCC1)C1=CC(=C(C=C1)N)Cl ((−)-(S)-2-(4-Amino-3-chloro-phenyl)-morpholine-4-carboxylic acid tert-butyl ester). Product: Cl.ClC1=C(C=CC(=C1)[C@H]1CNCCO1)NC(=O)C=1C=NN(C1)C1=NC(=CN=C1)C(F)(F)F ((S)—N-(2-Chloro-4-(morpholin-2-yl)phenyl)-1-(6-(trifluoromethyl)pyrazin-2-yl)-1H-pyrazole-4-carboxamide hydrochloride). As a reaction SMILES: [ClH:1].F[C:3]1[CH:8]=[C:7]([C@@H:9]2[O:14][CH2:13][CH2:12][NH:11][CH2:10]2)[CH:6]=[CH:5][C:4]=1[NH:15][C:16]([C:18]1[CH:19]=[N:20][N:21]([C:23]2[CH:28]=[N:27][CH:26]=[C:25]([C:29]([F:32])([F:31])[F:30])[N:24]=2)[CH:22]=1)=[O:17].C(OC(N1CCO[C@@H](C2C=CC(N)=C([Cl:53])C=2)C1)=O)(C)(C)C>>[ClH:53].[Cl:1][C:3]1[CH:8]=[C:7]([C@@H:9]2[O:14][CH2:13][CH2:12][NH:11][CH2:10]2)[CH:6]=[CH:5][C:4]=1[NH:15][C:16]([C:18]1[CH:19]=[N:20][N:21]([C:23]2[CH:28]=[N:27][CH:26]=[C:25]([C:29]([F:31])([F:30])[F:32])[N:24]=2)[CH:22]=1)=[O:17] |f:0.1,3.4|. Procedure: In analogy to example 83, step a) using 1-(6-Trifluoromethyl-pyrazin-2-yl)-1H-pyrazole-4-carboxylic acid (prepared as described in example 125) instead of 2-(trifluoromethyl)-4-pyridinecarboxylic acid (CAS 131747-41-6) and (−)-(S)-2-(4-Amino-3-chloro-phenyl)-morpholine-4-carboxylic acid tert-butyl ester (described in example 29a) instead of (+)—(R)-2-(4-Amino-2-fluoro-phenyl)-morpholine-4-carboxylic acid tert-butyl ester. Starting materials: C(C1=CC=CC=C1)OC(=O)NC(CC1=CC=C(C=C1)C1=CC(=C(C=C1)C(=O)OC)CC(C)C)(C)C (methyl 4′-[2-[[(benzyloxy)carbonyl]-amino]-2-methylpropyl]-3-isobutyl-4-biphenylcarboxylate), C(=O)[O-].[NH4+] (ammonium formate). Reagents/catalysts: [Pd] (palladium on carbon). The solvent is CO (methanol), O (water). Product: NC(CC1=CC=C(C=C1)C1=CC(=C(C=C1)C(=O)OC)CC(C)C)(C)C (methyl 4′-(2-amino-2-methylpropyl)-3-isobutyl-4-biphenylcarboxylate). The yield is 91.0%. RXN SMILES: C(OC([NH:11][C:12]([CH3:35])([CH3:34])[CH2:13][C:14]1[CH:19]=[CH:18][C:17]([C:20]2[CH:25]=[CH:24][C:23]([C:26]([O:28][CH3:29])=[O:27])=[C:22]([CH2:30][CH:31]([CH3:33])[CH3:32])[CH:21]=2)=[CH:16][CH:15]=1)=O)C1C=CC=CC=1.C([O-])=O.[NH4+]>[Pd].CO.O>[NH2:11][C:12]([CH3:34])([CH3:35])[CH2:13][C:14]1[CH:19]=[CH:18][C:17]([C:20]2[CH:25]=[CH:24][C:23]([C:26]([O:28][CH3:29])=[O:27])=[C:22]([CH2:30][CH:31]([CH3:32])[CH3:33])[CH:21]=2)=[CH:16][CH:15]=1 |f:1.2|. Reported procedure: The mixture of methyl 4′-[2-[[(benzyloxy)carbonyl]-amino]-2-methylpropyl]-3-isobutyl-4-biphenylcarboxylate (570 mg), ammonium formate (351 mg) and palladium on carbon powder (400 mg) in methanol (10 ml) and water (1.0 ml) was refluxed for 3 hours. The catalyst was filtered off, and the filtrate was diluted with chloroform-methanol (19:1). The organic layer was washed with saturated aqueous sodium bicarbonate solution and brine, dried over magnesium sulfate, and evaporated to give methyl 4′-(2-am... Starting materials: CS(=O)C1=NN2C(C=N1)=CC=C2C2=CC=C(C=C2)S(=O)(=O)C (2-methanesulfinyl-7-(4-methanesulfonyl-phenyl)-pyrrolo[2,1-f][1,2,4]triazine), N1=CNC2=C1C=CC(=C2)N (3H-benzimidazol-5-ylamine). The product is N1=CNC2=C1C=CC(=C2)NC2=NN1C(C=N2)=CC=C1C1=CC=C(C=C1)S(=O)(=O)C ((3H-Benzimidazol-5-yl)-[7-(4-methanesulfonyl-phenyl)-pyrrolo[2,1-f][1,2,4]triazin-2-yl]-amine). RXN SMILES: CS([C:4]1[N:9]=[CH:8][C:7]2=[CH:10][CH:11]=[C:12]([C:13]3[CH:18]=[CH:17][C:16]([S:19]([CH3:22])(=[O:21])=[O:20])=[CH:15][CH:14]=3)[N:6]2[N:5]=1)=O.[N:23]1[C:27]2[CH:28]=[CH:29][C:30]([NH2:32])=[CH:31][C:26]=2[NH:25][CH:24]=1>>[N:23]1[C:27]2[CH:28]=[CH:29][C:30]([NH:32][C:4]3[N:9]=[CH:8][C:7]4=[CH:10][CH:11]=[C:12]([C:13]5[CH:18]=[CH:17][C:16]([S:19]([CH3:22])(=[O:21])=[O:20])=[CH:15][CH:14]=5)[N:6]4[N:5]=3)=[CH:31][C:26]=2[NH:25][CH:24]=1. Reported procedure: Following the synthetic and purification procedures described in Example 1293d, 2-methanesulfinyl-7-(4-methanesulfonyl-phenyl)-pyrrolo[2,1-f][1,2,4]triazine (75 mg, 0.22 mmol) was coupled with 3H-benzimidazol-5-ylamine (51 mg, 0.38 mmol) at 105° C. in a for 86 h to afford the title compound. Yield of TFA salt: 46 mg (40%) of brown powder; LC/MS: 405 (M+H); HPLC: 90% pure, RT=2.14 min; 1H NMR: (DMSO, δ) 9.96 (s, 1H), 9.48 (s, 1H), 9.13 (s, 1H), 8.51 (d, J=8.6, 2H), 8.18 (s, 1H), 8.07 (d, J=8.6, 2... Starting materials: O=C([O-])O, O=C(Cl)OCc1ccccc1, Cl, O=C1CCNCC1, [Na+], C1COCCO1, O, O. Product: O=C1CCN(C(=O)OCc2ccccc2)CC1. As a reaction SMILES: [C:21](=[O:22])([OH:23])[O-:24].[Cl:10][C:11](=[O:12])[O:13][CH2:14][c:15]1[cH:16][cH:17][cH:18][cH:19][cH:20]1.[ClH:1].[NH:3]1[CH2:4][CH2:5][C:6](=[O:9])[CH2:7][CH2:8]1.[Na+:25].[O:27]1[CH2:28][CH2:29][O:30][CH2:31][CH2:32]1.[OH2:26].[OH2:2]>>[N:3]1([C:11](=[O:12])[O:13][CH2:14][c:15]2[cH:16][cH:17][cH:18][cH:19][cH:20]2)[CH2:4][CH2:5][C:6](=[O:9])[CH2:7][CH2:8]1. Reactants: [H-].[Na+] (sodium hydride), [H-].[Na+] (sodium hydride), Br.BrCCCN (3-bromopropylamine hydrobromide), N1=CNC2=C1C=CC=C2 (benzimidazole). Run in O1CCCC1 (tetrahydrofuran). Yields the product N1(C=NC2=C1C=CC=C2)CCCN (3-Benzoimidazol-1-yl-propylamine). The yield is 26.3%. Reaction SMILES: [H-].[Na+].[N:3]1[C:7]2[CH:8]=[CH:9][CH:10]=[CH:11][C:6]=2[NH:5][CH:4]=1.Br.Br[CH2:14][CH2:15][CH2:16][NH2:17]>O1CCCC1>[N:3]1([CH2:14][CH2:15][CH2:16][NH2:17])[C:7]2[CH:8]=[CH:9][CH:10]=[CH:11][C:6]=2[N:5]=[CH:4]1 |f:0.1,3.4|. Procedure details: Prepare a suspension of sodium hydride (812 mg, 20 mmol) in tetrahydrofuran (50 mL). Add benzimidazole (2 g, 16.9 mmol) under nitrogen. Reflux the mixture for 1 hour. At the same time, add 3-bromopropylamine hydrobromide (3.7 g, 16.9 mmol) to a suspension of sodium hydride (676 mg, 16.9 mmol) under nitrogen and reflux the mixture for 1 hour. Combine the two mixtures and reflux for 2 hours. Filter the reaction mixture, concentrate the filtrate to an oil, basify with sodium hydroxide and extract w... The reactants are BrC=1C=C2C(NC=3C=C(C=CC3C2=CC1OC)C#N)=O (8-bromo-9-methoxy-6-oxo-5,6-dihydrophenanthridine-3-carbonitrile), BrC=1C=C2C(NC=3C=C(C=CC3C2=CC1OC)C#N)=O (8-bromo-9-methoxy-6-oxo-5,6-dihydrophenanthridine-3-carbonitrile), BrC1=CC=C(C=C1)S(=O)(=O)O[C@H]1C[C@H](N(C1)C(=O)OC(C)(C)C)C(=O)OC (1-tert-butyl 2-methyl (2S,4S)-4-{[(4-bromophenyl)sulfonyl]oxy}pyrrolidine-1,2-dicarboxylate), C(=O)([O-])[O-].[Cs+].[Cs+] (Cs2CO3), O (water). Run in CN1CCCC1=O (NMP), CCOC(=O)C (EtOAc). Conditions: temperature 60 celsius. Product: BrC1=CC2=C(N=C3C=C(C=CC3=C2C=C1OC)C#N)O[C@@H]1C[C@H](N(C1)C(=O)OC(C)(C)C)C(=O)OC (1-tert-butyl 2-methyl (2S,4R)-4-[(8-bromo-3-cyano-9-methoxyphenanthridin-6-yl)oxy]pyrrolidine-1,2-dicarboxylate). RXN SMILES: [Br:1][C:2]1[CH:3]=[C:4]2[C:13](=[CH:14][C:15]=1[O:16][CH3:17])[C:12]1[CH:11]=[CH:10][C:9]([C:18]#[N:19])=[CH:8][C:7]=1[NH:6][C:5]2=[O:20].BrC1C=CC(S(O[C@@H:32]2[CH2:36][N:35]([C:37]([O:39][C:40]([CH3:43])([CH3:42])[CH3:41])=[O:38])[C@H:34]([C:44]([O:46][CH3:47])=[O:45])[CH2:33]2)(=O)=O)=CC=1.C([O-])([O-])=O.[Cs+].[Cs+].O>CN1C(=O)CCC1.CCOC(C)=O>[Br:1][C:2]1[C:15]([O:16][CH3:17])=[CH:14][C:13]2[C:4](=[C:5]([O:20][C@H:32]3[CH2:36][N:35]([C:37]([O:39][C:40]([CH3:43])([CH3:42])[CH3:41])=[O:38])[C@H:34]([C:44]([O:46][CH3:47])=[O:45])[CH2:33]3)[N:6]=[C:7]3[C:12]=2[CH:11]=[CH:10][C:9]([C:18]#[N:19])=[CH:8]3)[CH:3]=1 |f:2.3.4|. Procedure details: To a solution of 8-bromo-9-methoxy-6-oxo-5,6-dihydrophenanthridine-3-carbonitrile (C1), 8-bromo-9-methoxy-6-oxo-5,6-dihydrophenanthridine-3-carbonitrile (354 mg, 1.07 mmol) in NMP (10 mL) was added 1-tert-butyl 2-methyl (2S,4S)-4-{[(4-bromophenyl)sulfonyl]oxy}pyrrolidine-1,2-dicarboxylate (549 mg, 1.18 mmol) and Cs2CO3 (876 mg, 2.69 mmol). The mixture was then heated to 60° C. for 18 h, and worked up with water and EtOAc. The organic layer was washed with brine, dried over MgSO4, and the solvent... Starting materials: OC=1C=C2CCCC(C2=CC1)=O (6-hydroxy-1-tetralone), ClC1=CC=C(C=O)C=C1 (4-chlorobenzaldehyde), Cl (hydrochloric acid), CO (methanol). The solvent is O (water). The product is ClC1=CC=C(C=C1)C=C1C(C2=CC=C(C=C2CC1)O)=O (2-[(4-chlorophenyl)methylene]-6-hydroxy-1-tetralone). The yield is 43.9%. As a reaction SMILES: [OH:1][C:2]1[CH:3]=[C:4]2[C:9](=[CH:10][CH:11]=1)[C:8](=[O:12])[CH2:7][CH2:6][CH2:5]2.[Cl:13][C:14]1[CH:21]=[CH:20][C:17]([CH:18]=O)=[CH:16][CH:15]=1.Cl.CO>O>[Cl:13][C:14]1[CH:21]=[CH:20][C:17]([CH:18]=[C:7]2[CH2:6][CH2:5][C:4]3[C:9](=[CH:10][CH:11]=[C:2]([OH:1])[CH:3]=3)[C:8]2=[O:12])=[CH:16][CH:15]=1. Reported procedure: After 6-hydroxy-1-tetralone 1.0 g and 4-chlorobenzaldehyde 1.03 g were added to a mixture of concentrated hydrochloric acid 50 ml and methanol 75 ml, the mixture was refluxed for 1.5 hours and cooled to room temperature, and water 250 ml was added. The precipitated crystals were filtered. The crystals were dried over phosphorous pentoxide for four hours under reduced pressure to obtain the desired compound 0.77 g. The reagents and catalysts are CN(C1=CC=NC=C1)C (4-dimethylaminopyridine). The reactants are ClC1=CC=C(C=C1)C=1SC=C(N1)CSC1=NC(=C(C(=C1C#N)C1=CC=C(C=C1)OCCO)C#N)NCCC (2-({(2-(4-chlorophenyl)-1,3-thiazol-4-yl)methyl}sulfanyl)-4-(4-(2-hydroxyethoxy)phenyl)-6-(propylamino)pyridine-3,5-dicarbonitrile), C(C)(C)(C)OC(=O)N[C@@H](C)C(=O)O (N-(tert-butoxycarbonyl)-L-alanine), ClCCl (dichloromethane), Cl.CN(CCCN=C=NCC)C (1-(3-dimethylaminopropyl)-3-ethylcarbodiimide hydrochloride). Solvent: CN(C)C=O.ClCCl (DMF dichloromethane). As a reaction SMILES: [Cl:1][C:2]1[CH:7]=[CH:6][C:5]([C:8]2[S:9][CH:10]=[C:11]([CH2:13][S:14][C:15]3[C:20]([C:21]#[N:22])=[C:19]([C:23]4[CH:28]=[CH:27][C:26]([O:29][CH2:30][CH2:31][OH:32])=[CH:25][CH:24]=4)[C:18]([C:33]#[N:34])=[C:17]([NH:35][CH2:36][CH2:37][CH3:38])[N:16]=3)[N:12]=2)=[CH:4][CH:3]=1.[C:39]([O:43][C:44]([NH:46][C@H:47]([C:49](O)=[O:50])[CH3:48])=[O:45])([CH3:42])([CH3:41])[CH3:40].Cl.CN(C)CCCN=C=NCC.ClCCl>CN(C)C1C=CN=CC=1.CN(C=O)C.ClCCl>[C:39]([O:43][C:44]([NH:46][C@H:47]([C:49]([O:32][CH2:31][CH2:30][O:29][C:26]1[CH:27]=[CH:28][C:23]([C:19]2[C:18]([C:33]#[N:34])=[C:17]([NH:35][CH2:36][CH2:37][CH3:38])[N:16]=[C:15]([S:14][CH2:13][C:11]3[N:12]=[C:8]([C:5]4[CH:4]=[CH:3][C:2]([Cl:1])=[CH:7][CH:6]=4)[S:9][CH:10]=3)[C:20]=2[C:21]#[N:22])=[CH:24][CH:25]=1)=[O:50])[CH3:48])=[O:45])([CH3:41])([CH3:42])[CH3:40] |f:2.3,6.7|. Procedure: 758 mg (1.348 mmol) of 2-({(2-(4-chlorophenyl)-1,3-thiazol-4-yl)methyl}sulfanyl)-4-(4-(2-hydroxyethoxy)phenyl)-6-(propylamino)pyridine-3,5-dicarbonitrile (Example 12), 765 mg (4.043 mmol) of N-(tert-butoxycarbonyl)-L-alanine and 82 mg (0.674 mmol) of 4-dimethylaminopyridine were initially charged in 10.3 ml of DMF/dichloromethane (1:1). 336 mg (1.752 mmol) of 1-(3-dimethylaminopropyl)-3-ethylcarbodiimide hydrochloride were added, and the reaction solution was then stirred at RT overnight. The re... Product: C(C)(C)(C)OC(=O)N[C@@H](C)C(=O)OCCOC1=CC=C(C=C1)C1=C(C(=NC(=C1C#N)NCCC)SCC=1N=C(SC1)C1=CC=C(C=C1)Cl)C#N (2-{4-(2-({(2-(4-Chlorophenyl)-1,3-thiazol-4-yl)methyl}sulfanyl)-3,5-dicyano-6-(propylamino)pyridin-4-yl)phenoxy}ethyl N-(tert-butoxycarbonyl)-L-alaninate). Reaction conditions: time 8 hour.